The task is: describe an organic reaction: reactants, conditions, products, and yield. This data is from the Open Reaction Database (ORD), a public repository of structured organic reaction records. Starting materials: CON(C(=O)C=1N=CN(C1)C1=CC(=CC=C1)C=1C(=NC=CC1)Cl)C (1-[3-(2-Chloro-pyridin-3-yl)-phenyl]-1H-imidazole-4-carboxylic acid methoxy-methyl-amide), BrC1=CC(=CC=C1)F (1-bromo-3-fluorobenzene). Yields the product FC=1C=C(C=CC1)C(=O)C=1N=CN(C1)C1=CC(=CC=C1)C=1C(=NC=CC1)Cl ((3-Fluoro-phenyl){1-[3-(2-chloro-pyridin-3-yl)-phenyl]-1H-imidazol-4-yl}-methanone). RXN SMILES: CON(C)[C:4]([C:6]1[N:7]=[CH:8][N:9]([C:11]2[CH:16]=[CH:15][CH:14]=[C:13]([C:17]3[C:18]([Cl:23])=[N:19][CH:20]=[CH:21][CH:22]=3)[CH:12]=2)[CH:10]=1)=[O:5].Br[C:26]1[CH:31]=[CH:30][CH:29]=[C:28]([F:32])[CH:27]=1>>[F:32][C:28]1[CH:27]=[C:26]([C:4]([C:6]2[N:7]=[CH:8][N:9]([C:11]3[CH:16]=[CH:15][CH:14]=[C:13]([C:17]4[C:18]([Cl:23])=[N:19][CH:20]=[CH:21][CH:22]=4)[CH:12]=3)[CH:10]=2)=[O:5])[CH:31]=[CH:30][CH:29]=1. Reported procedure: This compound is prepared by method C using compound 12l and 1-bromo-3-fluorobenzene The reactants are CC1(C(=O)OC(C1)=O)C1=CC=CC=C1 (2-methyl-2-phenylsuccinic anhydride), NC1=CC=NC=C1 (4-aminopyridine), C=1(C(=CC=CC1)C)C (xylene). The solvent is O (water). Run at time 7 hour. Product: CC1(C(N(C(C1)=O)C1=CC=NC=C1)=O)C1=CC=CC=C1 (3-methyl-3-phenyl-1-(4-pyridyl)-pyrrolidin-2,5-dione). RXN SMILES: [CH3:1][C:2]1([C:9]2[CH:14]=[CH:13][CH:12]=[CH:11][CH:10]=2)[CH2:7][C:6](=[O:8])[O:5][C:3]1=O.[NH2:15][C:16]1[CH:21]=[CH:20][N:19]=[CH:18][CH:17]=1.C1(C)C(C)=CC=CC=1>O>[CH3:1][C:2]1([C:9]2[CH:14]=[CH:13][CH:12]=[CH:11][CH:10]=2)[CH2:7][C:6](=[O:8])[N:15]([C:16]2[CH:21]=[CH:20][N:19]=[CH:18][CH:17]=2)[C:3]1=[O:5]. Procedure details: The starting material is prepared as follows: The mixture of 68.6 g of 2-methyl-2-phenylsuccinic anhydride, 34 g of 4-aminopyridine and 675 ml of xylene is refluxed on a water separator while stirring for 7 hours. It is cooled to 40°, filtered, cooled to 0° and filtered again. The second residue is recrystallized from isopropanol-hexane, to yield the 3-methyl-3-phenyl-1-(4-pyridyl)-pyrrolidin-2,5-dione melting at 90°-92°. Reactants: solution, BrC1=CC=C(C=C1)NC(C1=C(C=CC(=C1)N)F)=O (N-(4-bromophenyl)-2-fluoro-5-amino-benzoic acid amide), ClC1=C(C(=O)O)C=C(C=C1)CNC(=O)C(C)(C)C (2-chloro-5-(tert-butylcarbonylamino)methyl-benzoic acid), TEA, C1CCOC1 (THF). Solvent: CN(C)C=O (DMF). Product: FC1=C(C=C(C=C1)NC(C1=C(C=CC(=C1)CNC(=O)C(C)(C)C)Cl)=O)C(=O)NC1=CC=C(C=C1)Br (N-[4-Fluoro-3-(4-bromophenyl)aminocarbonyl-phenyl]-2-chloro-5-(tert-butylcarbonylamino)methyl-benzamide). Reaction SMILES: [Br:1][C:2]1[CH:7]=[CH:6][C:5]([NH:8][C:9](=[O:18])[C:10]2[CH:15]=[C:14]([NH2:16])[CH:13]=[CH:12][C:11]=2[F:17])=[CH:4][CH:3]=1.[Cl:19][C:20]1[CH:28]=[CH:27][C:26]([CH2:29][NH:30][C:31]([C:33]([CH3:36])([CH3:35])[CH3:34])=[O:32])=[CH:25][C:21]=1[C:22](O)=[O:23].C1COCC1>CN(C=O)C>[F:17][C:11]1[CH:12]=[CH:13][C:14]([NH:16][C:22](=[O:23])[C:21]2[CH:25]=[C:26]([CH2:29][NH:30][C:31]([C:33]([CH3:34])([CH3:36])[CH3:35])=[O:32])[CH:27]=[CH:28][C:20]=2[Cl:19])=[CH:15][C:10]=1[C:9]([NH:8][C:5]1[CH:4]=[CH:3][C:2]([Br:1])=[CH:7][CH:6]=1)=[O:18]. Procedure details: PPA (0.142 mL 50% solution in DMF) was added dropwise to a mixture of N-(4-bromophenyl)-2-fluoro-5-amino-benzoic acid amide (57 mg, 0.19 mmol), 2-chloro-5-(tert-butylcarbonylamino)methyl-benzoic acid (50 mg, 0.19 mmol), 64 μL TEA and 10 mL THF. The reaction was refluxed overnight, additional PPA (0.14 mL) was added and it was refluxed for additional 4.5 h. The crude reaction mixture was concentrated i.vac., EtOAc was added and the organic phase was washed with 2 M aq. HCl, satd. NaHCO3, dried wi... Reactants: ClC1=CC=C(C=C1)B(O)O (4-Chlorophenyl boronic acid), solution, C(=O)([O-])[O-].[K+].[K+] (K2CO3), C(C1=CC=CC=C1)OC1=C2N(C(=NC1=O)CC1=C(C=C(C=C1)Cl)Br)CCN(C2=O)C(C)C (9-benzyloxy-6-(2-bromo-4-chlorobenzyl)-2-isopropyl-3,4-dihydro-2H-pyrazino[1,2-c]pyrimidine-1,8-dione), Pd(triphenyl phosphine)4, C1(CCCCC1)P(C1=C(C=CC=C1)C1=C(C=CC=C1OC)OC)C1CCCCC1 (2-dicyclohexylphosphino-2′,6′-dimethoxybiphenyl). Solvent: O1CCOCC1 (dioxane). Conditions: temperature 80 celsius. Yields the product C(C1=CC=CC=C1)OC1=C2N(C(=NC1=O)CC1=C(C=C(C=C1)Cl)C1=CC=C(C=C1)Cl)CCN(C2=O)C(C)C (9-benzyloxy-6-(5,4′-dichloro-biphenyl-2-ylmethyl)-2-isopropyl-3,4-dihydro-2H-pyrazino[1,2-c]pyrimidine-1,8-dione). Isolated yield 49.4%. Reaction SMILES: [CH2:1]([O:8][C:9]1[C:14](=[O:15])[N:13]=[C:12]([CH2:16][C:17]2[CH:22]=[CH:21][C:20]([Cl:23])=[CH:19][C:18]=2Br)[N:11]2[CH2:25][CH2:26][N:27]([CH:30]([CH3:32])[CH3:31])[C:28](=[O:29])[C:10]=12)[C:2]1[CH:7]=[CH:6][CH:5]=[CH:4][CH:3]=1.[Cl:33][C:34]1[CH:39]=[CH:38][C:37](B(O)O)=[CH:36][CH:35]=1.C([O-])([O-])=O.[K+].[K+].C1(P(C2CCCCC2)C2C=CC=CC=2C2C(OC)=CC=CC=2OC)CCCCC1>O1CCOCC1>[CH2:1]([O:8][C:9]1[C:14](=[O:15])[N:13]=[C:12]([CH2:16][C:17]2[CH:22]=[CH:21][C:20]([Cl:23])=[CH:19][C:18]=2[C:37]2[CH:38]=[CH:39][C:34]([Cl:33])=[CH:35][CH:36]=2)[N:11]2[CH2:25][CH2:26][N:27]([CH:30]([CH3:32])[CH3:31])[C:28](=[O:29])[C:10]=12)[C:2]1[CH:7]=[CH:6][CH:5]=[CH:4][CH:3]=1 |f:2.3.4|. Reported procedure: In a sealed tube was placed a stirred solution of 9-benzyloxy-6-(2-bromo-4-chlorobenzyl)-2-isopropyl-3,4-dihydro-2H-pyrazino[1,2-c]pyrimidine-1,8-dione (380) (80 mg, 0.155 mmol) in dioxane (3 mL). 4-Chlorophenyl boronic acid (24.248 mg, 0.155 mmol) and a 1N solution of K2CO3 [(64.279 mg, 0.465 mmol) dissolved in 0.7 mL water] were added at room temperature and the reaction was degassed for 30 min under argon. To the reaction mixture, Pd(triphenyl phosphine)4 (17.916 mg, 0.016 mmol) was added, fo... Starting materials: [BH4-], COc1ccc(C=CCCCCOc2ccc(C(=O)CCCC(=O)O)nc2CCC(=O)O)cc1, CC(=O)O, ClCCl, [Na+], C1COCCO1, O. The product is COc1ccc(C=CCCCCOc2ccc(C(O)CCCC(=O)O)nc2CCC(=O)O)cc1. RXN SMILES: [BH4-:35].[C:1](=[O:2])([OH:3])[CH2:4][CH2:5][c:6]1[n:7][c:8]([C:27]([CH2:28][CH2:29][CH2:30][C:31](=[O:32])[OH:33])=[O:34])[cH:9][cH:10][c:11]1[O:12][CH2:13][CH2:14][CH2:15][CH2:16][CH:17]=[CH:18][c:19]1[cH:20][cH:21][c:22]([O:25][CH3:26])[cH:23][cH:24]1.[CH3:37][C:38](=[O:39])[OH:40].[Cl:41][CH2:42][Cl:43].[Na+:36].[O:44]1[CH2:45][CH2:46][O:47][CH2:48][CH2:49]1.[OH2:50]>>[C:1](=[O:2])([OH:3])[CH2:4][CH2:5][c:6]1[n:7][c:8]([CH:27]([CH2:28][CH2:29][CH2:30][C:31](=[O:32])[OH:33])[OH:34])[cH:9][cH:10][c:11]1[O:12][CH2:13][CH2:14][CH2:15][CH2:16][CH:17]=[CH:18][c:19]1[cH:20][cH:21][c:22]([O:25][CH3:26])[cH:23][cH:24]1. The reactants are ClC1=CC=C(C=C1)C(CO)(CC)N1N=CC2=C(C=CC=C12)N(S(=O)(=O)C)COCC[Si](C)(C)C (N-(1-(2-(4-chlorophenyl)-1-hydroxybutan-2-yl)-1H-indazol-4-yl)-N-((2-(trimethylsilyl)ethoxy)methyl)methanesulfonamide), CC(=O)OI1(C=2C=CC=CC2C(=O)O1)(OC(=O)C)OC(=O)C (Dess-Martin periodinane). Solvent: O (water), C(Cl)Cl (DCM). Conditions: time 1.5 hour. Yields the product ClC1=CC=C(C=C1)C(C=O)(CC)N1N=CC2=C(C=CC=C12)N(S(=O)(=O)C)COCC[Si](C)(C)C (N-(1-(2-(4-chlorophenyl)-1-oxobutan-2-yl)-1H-indazol-4-yl)-N-((2-(trimethylsilyl) ethoxy)methyl)methanesulfonamide). As a reaction SMILES: [Cl:1][C:2]1[CH:7]=[CH:6][C:5]([C:8]([N:13]2[C:21]3[C:16](=[C:17]([N:22]([CH2:27][O:28][CH2:29][CH2:30][Si:31]([CH3:34])([CH3:33])[CH3:32])[S:23]([CH3:26])(=[O:25])=[O:24])[CH:18]=[CH:19][CH:20]=3)[CH:15]=[N:14]2)([CH2:11][CH3:12])[CH2:9][OH:10])=[CH:4][CH:3]=1.CC(OI1(OC(C)=O)(OC(C)=O)OC(=O)C2C=CC=CC1=2)=O>C(Cl)Cl.O>[Cl:1][C:2]1[CH:7]=[CH:6][C:5]([C:8]([N:13]2[C:21]3[C:16](=[C:17]([N:22]([CH2:27][O:28][CH2:29][CH2:30][Si:31]([CH3:33])([CH3:32])[CH3:34])[S:23]([CH3:26])(=[O:24])=[O:25])[CH:18]=[CH:19][CH:20]=3)[CH:15]=[N:14]2)([CH2:11][CH3:12])[CH:9]=[O:10])=[CH:4][CH:3]=1. Procedure details: A solution of N-(1-(2-(4-chlorophenyl)-1-hydroxybutan-2-yl)-1H-indazol-4-yl)-N-((2-(trimethylsilyl)ethoxy)methyl)methanesulfonamide (560 mg, 1.07 mmol) in DCM (10 mL) was added to Dess-Martin periodinane (590 mg, 1.39 mmol) in portion at 0° C. and stirred for 1.5 h. The mixture was diluted with water, and extracted with ethyl acetate. The organic layer was washed with brine, dried over sodium sulfate, filtered and evaporated. The residue was purified by silica gel chromatography (PE/EA=8/1) to a... The reagents and catalysts are [Br-].C(CCC)[N+](CCCC)(CCCC)CCCC (tetrabutylammonium bromide). Starting materials: NC1=CC=C(CN2CCCCC2)C=C1 (4-aminobenzylpiperidine), C(CCCC)NC(=O)C=1N=NC(=CC1)Cl (6-chloropyridazine-3-carboxylic acid pentylamide), N12CCCCCC2=NCCC1 (1,8-diazabicyclo[5,4,0]undec-7-ene). RXN SMILES: N[C:2]1[CH:14]=[CH:13][C:5]([CH2:6][N:7]2[CH2:12][CH2:11][CH2:10][CH2:9][CH2:8]2)=[CH:4][CH:3]=1.[CH2:15]([NH:20][C:21]([C:23]1[N:24]=[N:25][C:26](Cl)=[CH:27][CH:28]=1)=[O:22])[CH2:16][CH2:17][CH2:18][CH3:19].[N:30]12CCCN=C1CCCCC2>[Br-].C([N+](CCCC)(CCCC)CCCC)CCC.CN(C=O)C.C(OCC)(=O)C>[CH2:15]([NH:20][C:21]([C:23]1[N:24]=[N:25][C:26]([NH:30][CH:10]2[CH2:11][CH2:12][N:7]([CH2:6][C:5]3[CH:13]=[CH:14][CH:2]=[CH:3][CH:4]=3)[CH2:8][CH2:9]2)=[CH:27][CH:28]=1)=[O:22])[CH2:16][CH2:17][CH2:18][CH3:19] |f:3.4|. Run at temperature 80 celsius. Procedure details: To a mixture of 4-aminobenzylpiperidine (0.460 g, 2.42 mmol), 6-chloropyridazine-3-carboxylic acid pentylamide (0.500 g, 2.20 mmol) and tetrabutylammonium bromide (0.071 g, 10 mole %) in DMF (5 mL) was added 1,8-diazabicyclo[5,4,0]undec-7-ene (0.66 mL, 4.40 mmol). The brown reaction mixture was heated at 80° C. for 24 hours. The reaction mixture was cooled to room temperature, diluted with ethyl acetate (50 mL), washed with water, dried over Na2SO4, filtered, and concentrated. The crude material... Yield: 27.0%. The product is C(CCCC)NC(=O)C=1N=NC(=CC1)NC1CCN(CC1)CC1=CC=CC=C1 (6-(1-BENZYLPIPERIDIN-4-YLAMINO)PYRIDAZINE-3-CARBOXYLIC ACID PENTYLAMIDE). Run in CN(C)C=O (DMF), C(C)(=O)OCC (ethyl acetate). Reactants: COC(=O)CCOc1ccc(C)cc1, CC#N, [Cu+2], [K+], [K+], O=S(=O)([O-])[O-], O, O=S(=O)([O-])OOS(=O)(=O)[O-]. Product: COC(=O)CCOc1ccc(C=O)cc1. As a reaction SMILES: [CH3:1][c:2]1[cH:3][cH:4][c:5]([O:6][CH2:7][CH2:8][C:9](=[O:10])[O:11][CH3:12])[cH:13][cH:14]1.[CH3:27][C:28]#[N:29].[Cu+2:31].[K+:25].[K+:26].[O-:32][S:33](=[O:34])(=[O:35])[O-:36].[OH2:30].[S:15](=[O:16])([O:17][O:18][S:19]([O-:20])(=[O:21])=[O:22])([O-:23])=[O:24]>>[CH:1]([c:2]1[cH:3][cH:4][c:5]([O:6][CH2:7][CH2:8][C:9](=[O:10])[O:11][CH3:12])[cH:13][cH:14]1)=[O:16]. Starting materials: ClC=1C=C(OCC(=O)O)C=CC1Cl (2-(3,4-dichlorophenoxy)acetic acid), B (borane). Run in O1CCCC1 (tetrahydrofuran). Yields the product ClC=1C=C(OCCO)C=CC1Cl (2-(3,4-Dichlorophenoxy)ethanol). Yield: 91.0%. Reaction SMILES: [Cl:1][C:2]1[CH:3]=[C:4]([CH:10]=[CH:11][C:12]=1[Cl:13])[O:5][CH2:6][C:7](O)=[O:8].B>O1CCCC1>[Cl:1][C:2]1[CH:3]=[C:4]([CH:10]=[CH:11][C:12]=1[Cl:13])[O:5][CH2:6][CH2:7][OH:8]. Reported procedure: The title compound was prepared by reduction of 2-(3,4-dichlorophenoxy)acetic acid (Aldrich, 96% pure) with borane in tetrahydrofuran (Aldrich, 1M solution) using the procedure of N. M. Yoon, et al. in J. Org. Chem 38(#16) p. 2786 (1973). The yield was 91% of theory. Reactants: Cc1ccc(C)cc1, CS(C)=O, N#Cc1ccccc1Cl, Cl[Pd]Cl, [Na+], [Na+], O=C([O-])[O-], O, OCCOCCO, Cc1ccc(B(O)O)cc1. The product is Cc1ccc(-c2ccccc2C#N)cc1. RXN SMILES: [CH3:26][c:27]1[cH:28][cH:29][c:30]([CH3:31])[cH:32][cH:33]1.[CH3:42][S:43]([CH3:44])=[O:45].[Cl:1][c:2]1[c:3]([C:4]#[N:5])[cH:6][cH:7][cH:8][cH:9]1.[Cl:46][Pd:47][Cl:48].[Na+:20].[Na+:21].[O-:22][C:23](=[O:24])[O-:25].[OH2:41].[OH:34][CH2:35][CH2:36][O:37][CH2:38][CH2:39][OH:40].[c:10]1([CH3:19])[cH:11][cH:12][c:13]([B:16]([OH:17])[OH:18])[cH:14][cH:15]1>>[c:2]1(-[c:13]2[cH:12][cH:11][c:10]([CH3:19])[cH:15][cH:14]2)[c:3]([C:4]#[N:5])[cH:6][cH:7][cH:8][cH:9]1.